This data is from the Open Reaction Database (ORD), a public repository of structured organic reaction records. The task is: describe an organic reaction: reactants, conditions, products, and yield Starting materials: IC=1C=C2C(=NC1)N(C=N2)CCN2CCCC2 (6-iodo-3-(2-pyrrolidin-1-yl-ethyl)-3H-imidazo[4,5-b]pyridine), ClC1=CC=C(C=C1)C=1C=CC(=NC1)C#C (5-(4-chloro-phenyl)-2-ethynyl-pyridine). Product: ClC1=CC=C(C=C1)C=1C=CC(=NC1)C#CC=1C=C2C(=NC1)N(C=N2)CCN2CCCC2 (6-[5-(4-chloro-phenyl)-pyridin-2-ylethynyl]-3-(2-pyrrolidin-1-yl-ethyl)-3H-imidazo[4,5-b]pyridine). Reaction SMILES: I[C:2]1[CH:3]=[C:4]2[N:10]=[CH:9][N:8]([CH2:11][CH2:12][N:13]3[CH2:17][CH2:16][CH2:15][CH2:14]3)[C:5]2=[N:6][CH:7]=1.[Cl:18][C:19]1[CH:24]=[CH:23][C:22]([C:25]2[CH:26]=[CH:27][C:28]([C:31]#[CH:32])=[N:29][CH:30]=2)=[CH:21][CH:20]=1>>[Cl:18][C:19]1[CH:20]=[CH:21][C:22]([C:25]2[CH:26]=[CH:27][C:28]([C:31]#[C:32][C:2]3[CH:3]=[C:4]4[N:10]=[CH:9][N:8]([CH2:11][CH2:12][N:13]5[CH2:17][CH2:16][CH2:15][CH2:14]5)[C:5]4=[N:6][CH:7]=3)=[N:29][CH:30]=2)=[CH:23][CH:24]=1. Procedure details: Prepared according to general working method I from 6-iodo-3-(2-pyrrolidin-1-yl-ethyl)-3H-imidazo[4,5-b]pyridine (300 mg, 0.88 mmol) and 5-(4-chloro-phenyl)-2-ethynyl-pyridine (187 mg, 0.88 mmol). The reactants are C(C)(C)(C)C1=C(O)C(=CC(=C1)O)C(C)(C)C (2,6-di-t-butylhydroquinone), C(CCCCCCCCCCCCCCCCCCCCC)(=O)Cl (docosanoyl chloride). Product: C(CCCCCCCCCCCCCCCCCCCCC)(=O)OC1=CC(=C(C(=C1)C(C)(C)C)O)C(C)(C)C (3,5-di-t-butyl-4-hydroxyphenyl docosanate). As a reaction SMILES: [C:1]([C:5]1[CH:11]=[C:10]([OH:12])[CH:9]=[C:8]([C:13]([CH3:16])([CH3:15])[CH3:14])[C:6]=1[OH:7])([CH3:4])([CH3:3])[CH3:2].[C:17](Cl)(=[O:39])[CH2:18][CH2:19][CH2:20][CH2:21][CH2:22][CH2:23][CH2:24][CH2:25][CH2:26][CH2:27][CH2:28][CH2:29][CH2:30][CH2:31][CH2:32][CH2:33][CH2:34][CH2:35][CH2:36][CH2:37][CH3:38]>>[C:17]([O:12][C:10]1[CH:11]=[C:5]([C:1]([CH3:4])([CH3:3])[CH3:2])[C:6]([OH:7])=[C:8]([C:13]([CH3:16])([CH3:15])[CH3:14])[CH:9]=1)(=[O:39])[CH2:18][CH2:19][CH2:20][CH2:21][CH2:22][CH2:23][CH2:24][CH2:25][CH2:26][CH2:27][CH2:28][CH2:29][CH2:30][CH2:31][CH2:32][CH2:33][CH2:34][CH2:35][CH2:36][CH2:37][CH3:38]. Procedure details: The procedure of Example 1 is repeated except that 2,6-di-t-butylhydroquinone and docosanoyl chloride were employed to yield the above named product. It has a melting point of 59°-61°C. The reactants are OC1=Cc2ccccc2C=Cc2ccc(Br)cc21, CCOCC, ClCCl, O=[Cr](=O)([O-])O[Cr](=O)(=O)[O-], c1cc[nH+]cc1, c1cc[nH+]cc1. Yields the product O=C1Cc2ccccc2C=Cc2ccc(Br)cc21. As a reaction SMILES: [Br:1][c:2]1[cH:3][cH:4][c:5]2[c:6]([cH:18]1)[C:7]([OH:17])=[CH:8][c:9]1[c:10]([cH:13][cH:14][cH:15][cH:16]1)[CH:11]=[CH:12]2.[CH3:40][CH2:41][O:42][CH2:43][CH3:44].[Cl:45][CH2:46][Cl:47].[Cr:19]([O:20][Cr:21]([O-:22])(=[O:23])=[O:24])([O-:25])(=[O:26])=[O:27].[nH+:28]1[cH:29][cH:30][cH:31][cH:32][cH:33]1.[nH+:34]1[cH:35][cH:36][cH:37][cH:38][cH:39]1>>[Br:1][c:2]1[cH:3][cH:4][c:5]2[c:6]([cH:18]1)[C:7](=[O:17])[CH2:8][c:9]1[c:10]([cH:13][cH:14][cH:15][cH:16]1)[CH:11]=[CH:12]2. Starting materials: NC(C#N)C1=C(C=CC(=C1)Cl)OC (amino-(5-chloro-2-methoxy-phenyl)-acetonitrile), OC(CC(=O)O)(C)C (3-hydroxy-3-methyl-butyric acid), [Si](C)(C)(C(C)(C)C)OC(CC(=O)NC(C#N)C1=C(C=CC(=C1)Cl)OC)(C)C (3-(tert-butyldimethylsilyloxy)-N-((5-chloro-2-methoxyphenyl)(cyano)methyl)-3-methylbutanamide). The product is ClC=1C=CC(=C(C1)C(NC(CC(C)(C)O)=O)C#N)OC (N-((5-chloro-2-methoxyphenyl)(cyano)methyl)-3-hydroxy-3-methylbutanamide). As a reaction SMILES: NC(C1C=C(Cl)C=CC=1OC)C#N.OC(C)(C)CC(O)=O.[Si]([O:29][C:30]([CH3:48])([CH3:47])[CH2:31][C:32]([NH:34][CH:35]([C:38]1[CH:43]=[C:42]([Cl:44])[CH:41]=[CH:40][C:39]=1[O:45][CH3:46])[C:36]#[N:37])=[O:33])(C(C)(C)C)(C)C>>[Cl:44][C:42]1[CH:41]=[CH:40][C:39]([O:45][CH3:46])=[C:38]([CH:35]([C:36]#[N:37])[NH:34][C:32](=[O:33])[CH2:31][C:30]([OH:29])([CH3:48])[CH3:47])[CH:43]=1. Reported procedure: Using amino-(5-chloro-2-methoxy-phenyl)-acetonitrile and 3-hydroxy-3-methyl-butyric acid, the title compound was synthesized following the synthetic procedures described for 3-(tert-butyldimethylsilyloxy)-N-((5-chloro-2-methoxyphenyl)(cyano)methyl)-3-methylbutanamide to give N-((5-chloro-2-methoxyphenyl)(cyano)methyl)-3-hydroxy-3-methylbutanamide. LCMS (ESI) m+H=297.1. Reactants: Tris-hydrocholoride, [Cl-].[Mg+2].[Cl-] (magnesium chloride), SCCO (2-mercaptoethanol), C=1N=C(C2=C(N1)N(C=N2)[C@H]3[C@@H]([C@H]4[C@H](O3)COP(=O)(O4)O)O)N (cyclic AMP), C=1N=C(C2=C(N1)N(C=N2)[C@H]3[C@@H]([C@H]4[C@H](O3)COP(=O)(O4)O)O)N (cyclic AMP), C=1N=C(C2=C(N1)N(C=N2)[C@H]3[C@@H]([C@H]4[C@H](O3)COP(=O)(O4)O)O)N (cyclic AMP). Run at temperature 30 celsius, time 10 minute. Product: C=1N=C(C2=C(N1)N(C=N2)[C@H]3[C@@H]([C@H]4[C@H](O3)COP(=O)(O4)O)O)N (cyclic AMP), [C@@H]1([C@H](O)[C@H](O)[C@@H](CO)O1)N1C=NC=2C(N)=NC=NC12 (adenosine). RXN SMILES: [Cl-].[Mg+2].[Cl-].SCCO.[CH:8]1[N:9]=[C:10]([NH2:29])[C:11]2[N:16]=[CH:15][N:14]([C@@H:17]3[O:21][C@@H:20]4[CH2:22][O:23][P:24]([OH:27])([O:26][C@H:19]4[C@H:18]3[OH:28])=[O:25])[C:12]=2[N:13]=1>>[CH:8]1[N:9]=[C:10]([NH2:29])[C:11]2[N:16]=[CH:15][N:14]([C@@H:17]3[O:21][C@@H:20]4[CH2:22][O:23][P:24]([OH:27])([O:26][C@H:19]4[C@H:18]3[OH:28])=[O:25])[C:12]=2[N:13]=1.[C@@H:17]1([N:14]2[C:12]3[N:13]=[CH:8][N:9]=[C:10]([NH2:29])[C:11]=3[N:16]=[CH:15]2)[O:21][C@H:20]([CH2:22][OH:23])[C@@H:19]([OH:26])[C@H:18]1[OH:28] |f:0.1.2|. Reported procedure: To a 40 mM Tris-hydrocholoride buffer (pH=8) containing magnesium chloride at a final concentration of 5 mM and 2-mercaptoethanol at a final concentration of 3.75 mM were added 200,000 cpm of [3H]-labeled cyclic AMP, 0.125 to 100 μM of cyclic AMP, 1 μg of cyclic AMP-dependent phosphodiesterase and a test compound at various concentrations (the total volume of the reaction mixture was 400 μl). After the reaction was allowed to proceed at 30° C. for 10 minutes, the reaction mixture was treated at ...